From a dataset of the Open Reaction Database (ORD), a public repository of structured organic reaction records. describe an organic reaction: reactants, conditions, products, and yield Reactants: CO, O=C1CCCC1, OO, O=S(=O)(O)O. Yields the product [O-][O-], COC1CCCC1=O. RXN SMILES: [CH3:14][OH:15].[O:1]=[C:2]1[CH2:3][CH2:4][CH2:5][CH2:6]1.[OH:12][OH:13].[S:7](=[O:8])(=[O:9])([OH:10])[OH:11]>>[O-:12][O-:13].[O:1]=[C:2]1[CH:3]([O:15][CH3:14])[CH2:4][CH2:5][CH2:6]1. Starting materials: O=C(O)CC(c1ccc(F)cc1)c1ccc(F)cc1, O=S(Cl)Cl. Product: O=C1CC(c2ccc(F)cc2)c2ccc(F)cc21. As a reaction SMILES: [F:1][c:2]1[cH:3][cH:4][c:5]([CH:8]([CH2:9][C:10](=[O:11])[OH:12])[c:13]2[cH:14][cH:15][c:16]([F:19])[cH:17][cH:18]2)[cH:6][cH:7]1.[S:20]([Cl:21])([Cl:22])=[O:23]>>[F:1][c:2]1[cH:3][cH:4][c:5]2[c:6]([cH:7]1)[C:10](=[O:12])[CH2:9][CH:8]2[c:13]1[cH:14][cH:15][c:16]([F:19])[cH:17][cH:18]1.